The task is: describe an organic reaction: reactants, conditions, products, and yield. This data is from the Open Reaction Database (ORD), a public repository of structured organic reaction records. Reactants: C=CCn1c(=O)c2cnc(Nc3ccc(N4CCN(C)CC4)cc3)nc2n1-c1cccc(N)n1, CC(=O)OC(C)=O, c1ccncc1. Product: C=CCn1c(=O)c2cnc(Nc3ccc(N4CCN(C)CC4)cc3)nc2n1-c1cccc(NC(C)=O)n1. As a reaction SMILES: [CH2:8]([CH:9]=[CH2:10])[n:11]1[n:12](-[c:35]2[n:36][c:37]([NH2:41])[cH:38][cH:39][cH:40]2)[c:13]2[n:14][c:15]([NH:21][c:22]3[cH:23][cH:24][c:25]([N:28]4[CH2:29][CH2:30][N:31]([CH3:34])[CH2:32][CH2:33]4)[cH:26][cH:27]3)[n:16][cH:17][c:18]2[c:19]1=[O:20].[CH3:1][C:2]([O:3][C:5]([CH3:6])=[O:7])=[O:4].[cH:42]1[cH:43][cH:44][n:45][cH:46][cH:47]1>>[C:5]([CH3:6])(=[O:7])[NH:41][c:37]1[n:36][c:35](-[n:12]2[n:11]([CH2:8][CH:9]=[CH2:10])[c:19](=[O:20])[c:18]3[c:13]2[n:14][c:15]([NH:21][c:22]2[cH:23][cH:24][c:25]([N:28]4[CH2:29][CH2:30][N:31]([CH3:34])[CH2:32][CH2:33]4)[cH:26][cH:27]2)[n:16][cH:17]3)[cH:40][cH:39][cH:38]1. The reactants are CN(CCC(OC1=CC=C(C=C1)OC)C1CC1)C (1-dimethylamino-3-cyclopropyl-3-p-methoxyphenoxy-propane), Cl.N1=CC=CC=C1 (pyridine hydrochloride). Conditions: time 3 hour. Yields the product CN(CCC(OC1=CC=C(C=C1)O)C1CC1)C (1-dimethylamino-3-cyclopropyl-3-p-hydroxyphenoxy-propane). RXN SMILES: [CH3:1][N:2]([CH3:18])[CH2:3][CH2:4][CH:5]([CH:15]1[CH2:17][CH2:16]1)[O:6][C:7]1[CH:12]=[CH:11][C:10]([O:13]C)=[CH:9][CH:8]=1.Cl.N1C=CC=CC=1>>[CH3:18][N:2]([CH3:1])[CH2:3][CH2:4][CH:5]([CH:15]1[CH2:16][CH2:17]1)[O:6][C:7]1[CH:8]=[CH:9][C:10]([OH:13])=[CH:11][CH:12]=1 |f:1.2|. Procedure: A mixture of 1 g of 1-dimethylamino-3-cyclopropyl-3-p-methoxyphenoxy-propane and 1 g of pyridine hydrochloride is stirred for 3 hours at 160°. After the customary working up, 1-dimethylamino-3-cyclopropyl-3-p-hydroxyphenoxy-propane is obtained.